From a dataset of the Open Reaction Database (ORD), a public repository of structured organic reaction records. describe an organic reaction: reactants, conditions, products, and yield Starting materials: C(CC)(=O)O.C(CC)(=O)O.O[C@@H]1[C@]2(C)[C@@H](CC1)[C@@H]1CC[C@H]3CC(C[C@@H]([C@]3(CO)[C@H]1CC2)C)=O (17β,19-dihydroxy-1α-methyl-5α-androstan-3-one dipropionate), C([O-])([O-])=O.[Na+].[Na+] (sodium carbonate). The solvent is CO (methanol). Product: O[C@@H]1[C@]2(C)[C@@H](CC1)[C@@H]1CC[C@H]3CC(C[C@@H]([C@]3(CO)[C@H]1CC2)C)=O (17β,19-dihydroxy-1α-methyl-5α-androstan-3-one). RXN SMILES: C(O)(=O)CC.C(O)(=O)CC.[OH:11][C@H:12]1[CH2:17][CH2:16][C@H:15]2[C@H:18]3[C@H:29]([CH2:30][CH2:31][C@:13]12[CH3:14])[C@:26]1([CH2:27][OH:28])[C@H:21]([CH2:22][C:23](=[O:33])[CH2:24][C@@H:25]1[CH3:32])[CH2:20][CH2:19]3.C(=O)([O-])[O-].[Na+].[Na+]>CO>[OH:11][C@H:12]1[CH2:17][CH2:16][C@H:15]2[C@H:18]3[C@H:29]([CH2:30][CH2:31][C@:13]12[CH3:14])[C@:26]1([CH2:27][OH:28])[C@H:21]([CH2:22][C:23](=[O:33])[CH2:24][C@@H:25]1[CH3:32])[CH2:20][CH2:19]3 |f:0.1.2,3.4.5|. Reported procedure: A solution of 17β,19-dihydroxy-1α-methyl-5α-androstan-3-one dipropionate in methanol is refluxed for two hours with aqueous sodium carbonate. The methanol is removed under vacuum and water added to the residue. Crystallization of the solid residue from an acetone-hexane solution yields pure 17β,19-dihydroxy-1α-methyl-5α-androstan-3-one. Reactants: [Br-], [Br-], [Br-], Cc1ccccc1, CC(O)c1ccc(-c2ccccc2C#N)cc1, P. Product: CC(Br)c1ccc(-c2ccccc2C#N)cc1. As a reaction SMILES: [Br-:18].[Br-:19].[Br-:20].[CH3:22][c:23]1[cH:24][cH:25][cH:26][cH:27][cH:28]1.[OH:1][CH:2]([CH3:3])[c:4]1[cH:5][cH:6][c:7](-[c:10]2[c:11]([C:16]#[N:17])[cH:12][cH:13][cH:14][cH:15]2)[cH:8][cH:9]1.[PH3:21]>>[CH:2]([CH3:3])([c:4]1[cH:5][cH:6][c:7](-[c:10]2[c:11]([C:16]#[N:17])[cH:12][cH:13][cH:14][cH:15]2)[cH:8][cH:9]1)[Br:18]. Starting materials: C(C)(=O)N1C(C(=O)NC2=CC=C(C=C2)C2=NC=C(C(=N2)O)C(=O)O)CCC1 (2-[4-(N-acetyl-DL-prolylamino)phenyl]-4-hydroxy-5-pyrimidine carboxylic acid), C(=O)(N1C=NC=C1)N1C=NC=C1 (carbonyldiimidazole). The solvent is O1CCCC1 (tetrahydrofuran). Reaction conditions: time 8 hour. The product is [N-]1C=NC=C1.C(C)(=O)N1C(C(=O)NC2=CC=C(C=C2)C2=NC=C(C(=N2)O)C(=O)O)CCC1 (2-[4-(N-Acetyl-DL-prolylamino)phenyl]-4-hydroxy-5-pyrimidine carboxylic acid imidazolide). RXN SMILES: [C:1]([N:4]1[CH2:27][CH2:26][CH2:25][CH:5]1[C:6]([NH:8][C:9]1[CH:14]=[CH:13][C:12]([C:15]2[N:20]=[C:19]([OH:21])[C:18]([C:22]([OH:24])=[O:23])=[CH:17][N:16]=2)=[CH:11][CH:10]=1)=[O:7])(=[O:3])[CH3:2].C(N1C=CN=C1)(N1C=CN=C1)=O>O1CCCC1>[N-:20]1[CH:19]=[CH:18][N:16]=[CH:15]1.[C:1]([N:4]1[CH2:27][CH2:26][CH2:25][CH:5]1[C:6]([NH:8][C:9]1[CH:10]=[CH:11][C:12]([C:15]2[N:20]=[C:19]([OH:21])[C:18]([C:22]([OH:24])=[O:23])=[CH:17][N:16]=2)=[CH:13][CH:14]=1)=[O:7])(=[O:3])[CH3:2] |f:3.4|. Procedure details: A mixture of 7.4 g (20 mmol) of 2-[4-(N-acetyl-DL-prolylamino)phenyl]-4-hydroxy-5-pyrimidine carboxylic acid and 6.48 g (40 mmol) of carbonyldiimidazole in 75 ml of tetrahydrofuran is stirred at 51°-52° for 1 hr and at room temperature overnight. The reaction mixture is filtered and the solid washed with tetrahydrofuran and ether giving 5.8 grams of the title imidazolide.